This data is from the Open Reaction Database (ORD), a public repository of structured organic reaction records. The task is: describe an organic reaction: reactants, conditions, products, and yield The reactants are C1CCOC1, CO, COC(=O)Cc1ccc2nc(N3CCc4ccccc43)oc2c1, [Na+], [OH-]. Product: O=C(O)Cc1ccc2nc(N3CCc4ccccc43)oc2c1. RXN SMILES: [CH2:26]1[O:27][CH2:28][CH2:29][CH2:30]1.[CH3:31][OH:32].[N:1]1([c:10]2[o:11][c:12]3[c:13]([n:14]2)[cH:15][cH:16][c:17]([CH2:19][C:20](=[O:21])[O:22][CH3:23])[cH:18]3)[CH2:2][CH2:3][c:4]2[cH:5][cH:6][cH:7][cH:8][c:9]21.[Na+:25].[OH-:24]>>[N:1]1([c:10]2[o:11][c:12]3[c:13]([n:14]2)[cH:15][cH:16][c:17]([CH2:19][C:20](=[O:21])[OH:22])[cH:18]3)[CH2:2][CH2:3][c:4]2[cH:5][cH:6][cH:7][cH:8][c:9]21. Reactants: CI, CCC1(CC)CN(C2CCCC2)c2nc(Cl)ncc2NC1=O, [H-], [Na+]. Product: CCC1(CC)CN(C2CCCC2)c2nc(Cl)ncc2N(C)C1=O. RXN SMILES: [CH3:23][I:24].[Cl:1][c:2]1[n:3][cH:4][c:5]2[c:11]([n:12]1)[N:10]([CH:13]1[CH2:14][CH2:15][CH2:16][CH2:17]1)[CH2:9][C:8]([CH2:18][CH3:19])([CH2:20][CH3:21])[C:7](=[O:22])[NH:6]2.[H-:25].[Na+:26]>>[Cl:1][c:2]1[n:3][cH:4][c:5]2[c:11]([n:12]1)[N:10]([CH:13]1[CH2:14][CH2:15][CH2:16][CH2:17]1)[CH2:9][C:8]([CH2:18][CH3:19])([CH2:20][CH3:21])[C:7](=[O:22])[N:6]2[CH3:23]. The product is COc1cc(-c2ccc([N+](=O)[O-])cn2)cc(OC)c1OC. Reactants: O=[N+]([O-])c1ccc(Br)nc1, CCO, COc1cc(B(O)O)cc(OC)c1OC, [Na+], [Na+], O=C([O-])[O-], O, Cc1ccccc1, c1ccc(P(c2ccccc2)(c2ccccc2)[Pd](P(c2ccccc2)(c2ccccc2)c2ccccc2)(P(c2ccccc2)(c2ccccc2)c2ccccc2)P(c2ccccc2)(c2ccccc2)c2ccccc2)cc1. RXN SMILES: [Br:7][c:8]1[n:9][cH:10][c:11]([N+:14](=[O:15])[O-:16])[cH:12][cH:13]1.[CH2:40]([OH:41])[CH3:42].[CH3:17][O:18][c:19]1[cH:20][c:21]([B:29]([OH:30])[OH:31])[cH:22][c:23]([O:27][CH3:28])[c:24]1[O:25][CH3:26].[Na+:1].[Na+:2].[O-:3][C:4](=[O:5])[O-:6].[OH2:32].[c:33]1([CH3:34])[cH:35][cH:36][cH:37][cH:38][cH:39]1.[cH:43]1[cH:44][cH:45][c:46]([P:47]([Pd:48]([P:49]([c:50]2[cH:51][cH:52][cH:53][cH:54][cH:55]2)([c:56]2[cH:57][cH:58][cH:59][cH:60][cH:61]2)[c:62]2[cH:63][cH:64][cH:65][cH:66][cH:67]2)([P:68]([c:69]2[cH:70][cH:71][cH:72][cH:73][cH:74]2)([c:75]2[cH:76][cH:77][cH:78][cH:79][cH:80]2)[c:81]2[cH:82][cH:83][cH:84][cH:85][cH:86]2)[P:87]([c:88]2[cH:89][cH:90][cH:91][cH:92][cH:93]2)([c:94]2[cH:95][cH:96][cH:97][cH:98][cH:99]2)[c:100]2[cH:101][cH:102][cH:103][cH:104][cH:105]2)([c:106]2[cH:107][cH:108][cH:109][cH:110][cH:111]2)[c:112]2[cH:113][cH:114][cH:115][cH:116][cH:117]2)[cH:118][cH:119]1>>[c:8]1(-[c:21]2[cH:20][c:19]([O:18][CH3:17])[c:24]([O:25][CH3:26])[c:23]([O:27][CH3:28])[cH:22]2)[n:9][cH:10][c:11]([N+:14](=[O:15])[O-:16])[cH:12][cH:13]1.